From a dataset of the Open Reaction Database (ORD), a public repository of structured organic reaction records. describe an organic reaction: reactants, conditions, products, and yield Reported procedure: 2-Chloro-6-[3-(4-morpholinyl)propylamino]-9-cyclopentylpurine is prepared from 2,6-dichloro-9-cyclopentylpurine, 3-aminopropylmorpholine, and triethylamine essentially as described above in Example 1, Scheme A, step b. The product is ClC1=NC(=C2N=CN(C2=N1)C1CCCC1)NCCCN1CCOCC1 (2-Chloro-6-[3-(4-morpholinyl)propylamino]-9-cyclopentylpurine). Run in C(C)N(CC)CC (triethylamine). Starting materials: ClC1=NC(=C2N=CN(C2=N1)C1CCCC1)Cl (2,6-dichloro-9-cyclopentylpurine), NCCCN1CCOCC1 (3-aminopropylmorpholine). As a reaction SMILES: [Cl:1][C:2]1[N:10]=[C:9]2[C:5]([N:6]=[CH:7][N:8]2[CH:11]2[CH2:15][CH2:14][CH2:13][CH2:12]2)=[C:4](Cl)[N:3]=1.[NH2:17][CH2:18][CH2:19][CH2:20][N:21]1[CH2:26][CH2:25][O:24][CH2:23][CH2:22]1>C(N(CC)CC)C>[Cl:1][C:2]1[N:10]=[C:9]2[C:5]([N:6]=[CH:7][N:8]2[CH:11]2[CH2:15][CH2:14][CH2:13][CH2:12]2)=[C:4]([NH:17][CH2:18][CH2:19][CH2:20][N:21]2[CH2:26][CH2:25][O:24][CH2:23][CH2:22]2)[N:3]=1. Product: Cl.N[C@H]1CN(CC1)C1=C(C=C2C(C(=CNC2=N1)C(=O)O)=O)F (7-((3R)-3-aminopyrrolidin-1-yl)-6-fluoro-4-oxo-1,4-dihydro-1,8-naphthyridine-3-carboxylic acid hydrochloride). Reaction SMILES: C(OC([NH:8][C@@H:9]1[CH2:13][CH2:12][N:11]([C:14]2[N:23]=[C:22]3[C:17]([C:18](=[O:33])[C:19]([C:28]([O:30]CC)=[O:29])=[CH:20][N:21]3C(C)(C)C)=[CH:16][C:15]=2[F:34])[CH2:10]1)=O)(C)(C)C.[ClH:35].C(OCC)C>C(O)C>[ClH:35].[NH2:8][C@@H:9]1[CH2:13][CH2:12][N:11]([C:14]2[N:23]=[C:22]3[C:17]([C:18](=[O:33])[C:19]([C:28]([OH:30])=[O:29])=[CH:20][NH:21]3)=[CH:16][C:15]=2[F:34])[CH2:10]1 |f:4.5|. Solvent: C(C)O (ethanol). Procedure: A suspension of EXAMPLE 15B (260 mg) in ethanol (60 mL) was treated with HCl gas to saturation, heated at 120° C. for 18 hours then cooled, treated with diethyl ether and filtered to provide the desired product. NMR (300 MHz, DMSO-d6) δ 13.32 (d, 1H), 8.42 (d, 1H), 8.36 (br s, 3H), 8.02 (d, 1H), 4.05-3.83 (m, 5H), 2.44-2.25 (m, 1H), 2.20-2.12 (m, 1H). Reactants: C(C)(C)(C)OC(=O)N[C@H]1CN(CC1)C1=C(C=C2C(C(=CN(C2=N1)C(C)(C)C)C(=O)OCC)=O)F (ethyl 7-((3R)-3-((tert-butoxycarbonyl)amino)pyrrolidin-1-yl)-1-tert-butyl-6-fluoro-4-oxo-1,4-dihydro-1,8-naphthyridine-3-carboxylate), Cl (HCl), C(C)OCC (diethyl ether). Reaction conditions: temperature 120 celsius. Procedure details: A slurry of hexane-washed sodium hydride (3 g, 75 mmol) in dimethyl formamide (80 mL) was stirred as a solution of N-(t-butoxycarbonyl)4-hydroxypiperidine (10 g, 50 mmol) in dimethyl formamide (10 mL) was added dropwise. Slight heating was used to initiate reaction, but the reaction needed to be cooled in an ice bath to control the reaction rate. Approximately 30 min after the addition was complete, solid 4-fluoro-1-nitrobenzene (7.4 g, 52 mmol) was added at once. The reaction was stirred for ab... The solvent is CN(C=O)C (dimethyl formamide), CN(C=O)C (dimethyl formamide), CCCCCC (hexane). Run at time 3 hour. The product is C(C)(C)(C)OC(=O)N1CCC(CC1)OC1=CC=C(C=C1)[N+](=O)[O-] (4-(N-(t-butoxycarbonyl)piperidin-4-yl)oxy-1-nitrobenzene). Yield: 99.3%. Reaction SMILES: [H-].[Na+].[C:3]([O:7][C:8]([N:10]1[CH2:15][CH2:14][CH:13]([OH:16])[CH2:12][CH2:11]1)=[O:9])([CH3:6])([CH3:5])[CH3:4].F[C:18]1[CH:23]=[CH:22][C:21]([N+:24]([O-:26])=[O:25])=[CH:20][CH:19]=1.Cl>CN(C)C=O.CCCCCC>[C:3]([O:7][C:8]([N:10]1[CH2:15][CH2:14][CH:13]([O:16][C:18]2[CH:23]=[CH:22][C:21]([N+:24]([O-:26])=[O:25])=[CH:20][CH:19]=2)[CH2:12][CH2:11]1)=[O:9])([CH3:6])([CH3:4])[CH3:5] |f:0.1|. Reactants: C(C)(C)(C)OC(=O)N1CCC(CC1)O (N-(t-butoxycarbonyl)4-hydroxypiperidine), ice water, Cl (hydrochloric acid), [H-].[Na+] (sodium hydride), FC1=CC=C(C=C1)[N+](=O)[O-] (4-fluoro-1-nitrobenzene). Reactants: CC(=O)CC(C)C, Cc1nc2ccccn2c(=O)c1CCCl, Cl, O=C(c1ccc(F)cc1)C1CCNCC1, [Na+], [Na+], O=C([O-])[O-]. Product: Cc1nc2ccccn2c(=O)c1CCN1CCC(C(=O)c2ccc(F)cc2)CC1. RXN SMILES: [CH3:38][CH:39]([CH3:40])[CH2:41][C:42](=[O:43])[CH3:44].[Cl:1][CH2:2][CH2:3][c:4]1[c:5]([CH3:15])[n:6][c:7]2[n:8]([c:9]1=[O:10])[cH:11][cH:12][cH:13][cH:14]2.[ClH:16].[F:17][c:18]1[cH:19][cH:20][c:21]([C:24](=[O:25])[CH:26]2[CH2:27][CH2:28][NH:29][CH2:30][CH2:31]2)[cH:22][cH:23]1.[Na+:32].[Na+:33].[O-:34][C:35](=[O:36])[O-:37]>>[CH2:2]([CH2:3][c:4]1[c:5]([CH3:15])[n:6][c:7]2[n:8]([c:9]1=[O:10])[cH:11][cH:12][cH:13][cH:14]2)[N:29]1[CH2:28][CH2:27][CH:26]([C:24]([c:21]2[cH:20][cH:19][c:18]([F:17])[cH:23][cH:22]2)=[O:25])[CH2:31][CH2:30]1. Starting materials: CC(=O)O, C1CCOC1, CCOC(=O)C1(c2c(OC)cccc2OC)CC1, CO, [Cl-], [NH4+], [Na+], [OH-], O. Yields the product COc1cccc(OC)c1C1(C(=O)O)CC1. Reaction SMILES: [C:23]([OH:24])(=[O:25])[CH3:26].[CH2:27]1[O:28][CH2:29][CH2:30][CH2:31]1.[CH3:1][O:2][c:3]1[c:4]([C:11]2([C:14](=[O:15])[O:16][CH2:17][CH3:18])[CH2:12][CH2:13]2)[c:5]([O:9][CH3:10])[cH:6][cH:7][cH:8]1.[CH3:32][OH:33].[Cl-:21].[NH4+:22].[Na+:20].[OH-:19].[OH2:34]>>[CH3:1][O:2][c:3]1[c:4]([C:11]2([C:14](=[O:15])[OH:16])[CH2:12][CH2:13]2)[c:5]([O:9][CH3:10])[cH:6][cH:7][cH:8]1. The reactants are ClC1=NC2=CC=CC=C2C(=N1)Cl (2,4-dichloroquinazoline), COC1=CC(=CC=C1)N (m-anisidine), CC1=NNC(=C1)C (3,5-dimethylpyrazole). Product: CC1=NN(C(=C1)C)C1=NC2=CC=CC=C2C(=N1)NC1=CC(=CC=C1)OC ([2-(3,5-Dimethyl-pyrazol-1-yl)-quinazolin-4-yl]-(3-methoxy-phenyl)-amine). As a reaction SMILES: Cl[C:2]1[N:11]=[C:10](Cl)[C:9]2[C:4](=[CH:5][CH:6]=[CH:7][CH:8]=2)[N:3]=1.[CH3:13][O:14][C:15]1[CH:20]=[CH:19][CH:18]=[C:17]([NH2:21])[CH:16]=1.[CH3:22][C:23]1[CH:27]=[C:26]([CH3:28])[NH:25][N:24]=1>>[CH3:22][C:23]1[CH:27]=[C:26]([CH3:28])[N:25]([C:2]2[N:11]=[C:10]([NH:21][C:17]3[CH:18]=[CH:19][CH:20]=[C:15]([O:14][CH3:13])[CH:16]=3)[C:9]3[C:4](=[CH:5][CH:6]=[CH:7][CH:8]=3)[N:3]=2)[N:24]=1. Procedure: Was prepared according to Method B from 2,4-dichloroquinazoline, m-anisidine and 3,5-dimethylpyrazole. Mp. 193.1-194.7° C.